This data is from the Open Reaction Database (ORD), a public repository of structured organic reaction records. The task is: describe an organic reaction: reactants, conditions, products, and yield Reactants: NC1=C(C=C(C=C1)O)[N+](=O)[O-] (4-amino-3-nitrophenol), Cl (HCl). The reagents and catalysts are [Pd] (Pd/C). The solvent is CO (methanol). Reaction conditions: time 12 hour. Product: NC=1C=C(C=CC1N)O (3,4-diaminophenol). As a reaction SMILES: [NH2:1][C:2]1[CH:7]=[CH:6][C:5]([OH:8])=[CH:4][C:3]=1[N+:9]([O-])=O.Cl>[Pd].CO>[NH2:9][C:3]1[CH:4]=[C:5]([OH:8])[CH:6]=[CH:7][C:2]=1[NH2:1]. Procedure: To a solution of 4-amino-3-nitrophenol (25.0 g, 162 mmol) and methanol (300 mL) was added 10% Pd/C (300 mg). The reaction was placed under hydrogen and shaken for 12 hours. Afterward, 4N HCl (50 mL) was added. The mixture was then filtered through celite. The filtrate was concentrated to give 3,4-diaminophenol. The reactants are BrC1=CC=C2C=3C=CC(=CC3C=C(C2=C1)F)OCCCCCCCC (7-bromo-9-fluoro-2-octyloxyphenanthrene), C(CCCCC)C1=CC=C(C=C1)B(O)O (4-hexylphenyl-boronic acid), C([O-])([O-])=O.[Na+].[Na+] (sodium carbonate). Reagents/catalysts: C1=CC=C(C=C1)P(C2=CC=CC=C2)C3=CC=CC=C3.C1=CC=C(C=C1)P(C2=CC=CC=C2)C3=CC=CC=C3.C1=CC=C(C=C1)P(C2=CC=CC=C2)C3=CC=CC=C3.C1=CC=C(C=C1)P(C2=CC=CC=C2)C3=CC=CC=C3.[Pd] (tetrakis(triphenylphosphine)palladium(O)). Solvent: C1(=CC=CC=C1)C.C(C)O.O (toluene ethanol H2O). Reported procedure: From 7-bromo-9-fluoro-2-octyloxyphenanthrene by reaction with 4-hexylphenyl-boronic acid, sodium carbonate and tetrakis(triphenylphosphine)palladium(O) in toluene/ethanol/H2O. Product: FC=1C2=CC(=CC=C2C=2C=CC(=CC2C1)OCCCCCCCC)C1=CC=C(C=C1)CCCCCC (9-Fluoro-7-(4-hexylphenyl)-2-octyloxyphenanthrene). As a reaction SMILES: Br[C:2]1[CH:15]=[C:14]2[C:5]([C:6]3[CH:7]=[CH:8][C:9]([O:17][CH2:18][CH2:19][CH2:20][CH2:21][CH2:22][CH2:23][CH2:24][CH3:25])=[CH:10][C:11]=3[CH:12]=[C:13]2[F:16])=[CH:4][CH:3]=1.[CH2:26]([C:32]1[CH:37]=[CH:36][C:35](B(O)O)=[CH:34][CH:33]=1)[CH2:27][CH2:28][CH2:29][CH2:30][CH3:31].C(=O)([O-])[O-].[Na+].[Na+]>C1(C)C=CC=CC=1.C(O)C.O.C1C=CC(P(C2C=CC=CC=2)C2C=CC=CC=2)=CC=1.C1C=CC(P(C2C=CC=CC=2)C2C=CC=CC=2)=CC=1.C1C=CC(P(C2C=CC=CC=2)C2C=CC=CC=2)=CC=1.C1C=CC(P(C2C=CC=CC=2)C2C=CC=CC=2)=CC=1.[Pd]>[F:16][C:13]1[C:14]2[C:5]([C:6]3[CH:7]=[CH:8][C:9]([O:17][CH2:18][CH2:19][CH2:20][CH2:21][CH2:22][CH2:23][CH2:24][CH3:25])=[CH:10][C:11]=3[CH:12]=1)=[CH:4][CH:3]=[C:2]([C:35]1[CH:34]=[CH:33][C:32]([CH2:26][CH2:27][CH2:28][CH2:29][CH2:30][CH3:31])=[CH:37][CH:36]=1)[CH:15]=2 |f:2.3.4,5.6.7,8.9.10.11.12|. Reactants: Brc1ccc2[nH]c3ccc(Br)cc3c2c1, CCCCC(CC)CBr, O=C([O-])[O-], [K+], [K+], CN(C)C=O, O. Yields the product CCCCC(CC)Cn1c2ccc(Br)cc2c2cc(Br)ccc21. RXN SMILES: [Br:1][c:2]1[cH:3][cH:4][c:5]2[nH:6][c:7]3[cH:8][cH:9][c:10]([Br:15])[cH:11][c:12]3[c:13]2[cH:14]1.[Br:22][CH2:23][CH:24]([CH2:25][CH2:26][CH2:27][CH3:28])[CH2:29][CH3:30].[C:16](=[O:17])([O-:18])[O-:19].[K+:20].[K+:21].[O:32]=[CH:33][N:34]([CH3:35])[CH3:36].[OH2:31]>>[Br:1][c:2]1[cH:3][cH:4][c:5]2[n:6]([CH2:23][CH:24]([CH2:25][CH2:26][CH2:27][CH3:28])[CH2:29][CH3:30])[c:7]3[cH:8][cH:9][c:10]([Br:15])[cH:11][c:12]3[c:13]2[cH:14]1. Product: COC(=O)C1(CC(=O)c2ccc(-c3ccc([N+](=O)[O-])cc3)cc2)CCCC1. Starting materials: COC(=O)C1(CC(=O)c2ccc(Br)cc2)CCCC1, Cc1ccccc1, CCOC(C)=O, [Cl-], Cl[Pd]Cl, O=[N+]([O-])c1ccc(B(O)O)cc1, [Na+], [Na+], [Na+], O=C([O-])[O-], C1COCCO1. RXN SMILES: [Br:1][c:2]1[cH:3][cH:4][c:5]([C:8]([CH2:9][C:10]2([C:15](=[O:16])[O:17][CH3:18])[CH2:11][CH2:12][CH2:13][CH2:14]2)=[O:19])[cH:6][cH:7]1.[CH3:32][c:33]1[cH:34][cH:35][cH:36][cH:37][cH:38]1.[CH3:45][CH2:46][O:47][C:48](=[O:49])[CH3:50].[Cl-:52].[Cl:53][Pd:54][Cl:55].[N+:20](=[O:21])([O-:22])[c:23]1[cH:24][cH:25][c:26]([B:29]([OH:30])[OH:31])[cH:27][cH:28]1.[Na+:39].[Na+:40].[Na+:51].[O-:41][C:42](=[O:43])[O-:44].[O:56]1[CH2:57][CH2:58][O:59][CH2:60][CH2:61]1>>[c:2]1(-[c:26]2[cH:25][cH:24][c:23]([N+:20](=[O:21])[O-:22])[cH:28][cH:27]2)[cH:3][cH:4][c:5]([C:8]([CH2:9][C:10]2([C:15](=[O:16])[O:17][CH3:18])[CH2:11][CH2:12][CH2:13][CH2:14]2)=[O:19])[cH:6][cH:7]1. Starting materials: C(C)(C)OC(=O)N1C2=C(C(CCC1)N(CC1=CC(=CC(=C1)C(F)(F)F)C(F)(F)F)C(C)=O)C=CC(=C2)Br (isopropyl-5-[acetyl-(3,5-bistrifluoromethylbenzyl)amino]-8-bromo-2,3,4,5-tetrahydrobenzo[b]azepine-1-carboxylate), CB1OB(OB(O1)C)C (trimethylboroxine), C([O-])([O-])=O.[K+].[K+] (potassium carbonate). Yields the product C(C)(=O)N(C1C2=C(N(CCC1)C(=O)OC(C)C)C=C(C=C2)C)CC2=CC(=CC(=C2)C(F)(F)F)C(F)(F)F (Isopropyl 5-[acetyl-(3,5-bistrifluoromethylbenzyl)amino]-8-methyl-2,3,4,5-tetrahydrobenzo[b]azepine-1-carboxylate). The reagents and catalysts are C=1C=CC(=CC1)/C=C/C(=O)/C=C/C2=CC=CC=C2.C=1C=CC(=CC1)/C=C/C(=O)/C=C/C2=CC=CC=C2.C=1C=CC(=CC1)/C=C/C(=O)/C=C/C2=CC=CC=C2.[Pd].[Pd] (tris(dibenzylideneacetone)dipalladium). Run in CN(C=O)C (N,N-dimethylformamide), C(C)(=O)OCC (ethyl acetate). Yield: 41.1%. Reaction SMILES: [CH:1]([O:4][C:5]([N:7]1[CH2:13][CH2:12][CH2:11][CH:10]([N:14]([C:30](=[O:32])[CH3:31])[CH2:15][C:16]2[CH:21]=[C:20]([C:22]([F:25])([F:24])[F:23])[CH:19]=[C:18]([C:26]([F:29])([F:28])[F:27])[CH:17]=2)[C:9]2[CH:33]=[CH:34][C:35](Br)=[CH:36][C:8]1=2)=[O:6])([CH3:3])[CH3:2].[CH3:38]B1OB(C)OB(C)O1.C(=O)([O-])[O-].[K+].[K+]>CN(C)C=O.C(OCC)(=O)C.C1C=CC(/C=C/C(/C=C/C2C=CC=CC=2)=O)=CC=1.C1C=CC(/C=C/C(/C=C/C2C=CC=CC=2)=O)=CC=1.C1C=CC(/C=C/C(/C=C/C2C=CC=CC=2)=O)=CC=1.[Pd].[Pd]>[C:30]([N:14]([CH2:15][C:16]1[CH:21]=[C:20]([C:22]([F:25])([F:24])[F:23])[CH:19]=[C:18]([C:26]([F:29])([F:28])[F:27])[CH:17]=1)[CH:10]1[CH2:11][CH2:12][CH2:13][N:7]([C:5]([O:4][CH:1]([CH3:3])[CH3:2])=[O:6])[C:8]2[CH:36]=[C:35]([CH3:38])[CH:34]=[CH:33][C:9]1=2)(=[O:32])[CH3:31] |f:2.3.4,7.8.9.10.11|. Procedure details: Purge with nitrogen, a suspension of isopropyl-5-[acetyl-(3,5-bistrifluoromethylbenzyl)amino]-8-bromo-2,3,4,5-tetrahydrobenzo[b]azepine-1-carboxylate (0.153 g, 0.257 mmol), trimethylboroxine (36 μl, 0.257 mmol), and potassium carbonate (0.106 g, 0.771 mmol) in N,N-dimethylformamide (2 mL) in a 10 mL microwave vessel. Add tetrakis(triphenylphosphine)palladium (0) (0.030 g, 0.026 mmol) and irradiate the mixture at 150° C. for 20 min (50 W). Dilute the mixture with ethyl acetate (20 mL), wash with ... Starting materials: CCO, Cl, NO, [Na+], [OH-], O, O=C1CCN(CC2c3ccccc3CCc3ccccc32)CC1. Product: ON=C1CCN(CC2c3ccccc3CCc3ccccc32)CC1. As a reaction SMILES: [CH2:30]([OH:31])[CH3:32].[ClH:26].[NH2:27][OH:28].[Na+:2].[OH-:1].[OH2:29].[cH:3]1[cH:4][cH:5][cH:6][c:7]2[c:13]1[CH2:12][CH2:11][c:10]1[c:9]([cH:17][cH:16][cH:15][cH:14]1)[CH:8]2[CH2:18][N:19]1[CH2:20][CH2:21][C:22](=[O:25])[CH2:23][CH2:24]1>>[OH:1][N:27]=[C:22]1[CH2:21][CH2:20][N:19]([CH2:18][CH:8]2[c:7]3[cH:6][cH:5][cH:4][cH:3][c:13]3[CH2:12][CH2:11][c:10]3[c:9]2[cH:17][cH:16][cH:15][cH:14]3)[CH2:24][CH2:23]1. Reactants: C(C)P(OC)(=O)C1=C(C=CC(=C1)OC1=C(C=C(C=C1)C(F)(F)F)Cl)[N+](=O)[O-] (methyl P-ethyl-2-nitro-5-(2-chloro-4-trifluoromethyl-phenoxy)phenylphosphinate). The solvent is Cl (HCl). Product: C(C)P(O)(=O)C1=C(C=CC(=C1)OC1=C(C=C(C=C1)C(F)(F)F)Cl)[N+](=O)[O-] (P-ethyl-2-nitro-5-(2-chloro-4-trifluoromethylphenoxy)phenylphosphinic acid). Reaction SMILES: [CH2:1]([P:3]([C:7]1[CH:12]=[C:11]([O:13][C:14]2[CH:19]=[CH:18][C:17]([C:20]([F:23])([F:22])[F:21])=[CH:16][C:15]=2[Cl:24])[CH:10]=[CH:9][C:8]=1[N+:25]([O-:27])=[O:26])(=[O:6])[O:4]C)[CH3:2]>Cl>[CH2:1]([P:3]([C:7]1[CH:12]=[C:11]([O:13][C:14]2[CH:19]=[CH:18][C:17]([C:20]([F:22])([F:21])[F:23])=[CH:16][C:15]=2[Cl:24])[CH:10]=[CH:9][C:8]=1[N+:25]([O-:27])=[O:26])(=[O:4])[OH:6])[CH3:2]. Procedure: Following the method of Example 13, 1 g of methyl P-ethyl-2-nitro-5-(2-chloro-4-trifluoromethyl-phenoxy)phenylphosphinate is reacted with 20 ml of 6N HCl to yield P-ethyl-2-nitro-5-(2-chloro-4-trifluoromethylphenoxy)phenylphosphinic acid, m.p.=99°.